Dataset: the Open Reaction Database (ORD), a public repository of structured organic reaction records. Task: describe an organic reaction: reactants, conditions, products, and yield Reactants: CCOCC, CC(O)c1cc(Cl)cc2cn(COCC[Si](C)(C)C)nc12, N#CC(Cl)(Cl)Cl, C1CCC2=NCCCN2CC1. The product is CC(OC(=N)C(Cl)(Cl)Cl)c1cc(Cl)cc2cn(COCC[Si](C)(C)C)nc12. RXN SMILES: [CH3:39][CH2:40][O:41][CH2:42][CH3:43].[Cl:1][c:2]1[cH:3][c:4]2[cH:5][n:6]([CH2:14][O:15][CH2:16][CH2:17][Si:18]([CH3:19])([CH3:20])[CH3:21])[n:7][c:8]2[c:9]([CH:11]([CH3:12])[OH:13])[cH:10]1.[Cl:33][C:34]([C:35]#[N:36])([Cl:37])[Cl:38].[N:22]12[CH2:23][CH2:24][CH2:25][N:26]=[C:27]1[CH2:28][CH2:29][CH2:30][CH2:31][CH2:32]2>>[Cl:1][c:2]1[cH:3][c:4]2[cH:5][n:6]([CH2:14][O:15][CH2:16][CH2:17][Si:18]([CH3:19])([CH3:20])[CH3:21])[n:7][c:8]2[c:9]([CH:11]([CH3:12])[O:13][C:35]([C:34]([Cl:33])([Cl:37])[Cl:38])=[NH:36])[cH:10]1.